Dataset: the Open Reaction Database (ORD), a public repository of structured organic reaction records. Task: describe an organic reaction: reactants, conditions, products, and yield Starting materials: ClC1=CC=C(C=C1)NC(C1=C(C(=CC=C1)C)N)=O (N-(4-chlorophenyl)-2-amino-3-methylbenzamide), SO2Cl2, C(Cl)(Cl)Cl (chloroform). Conditions: time 1 hour. Product: ClC1=CC=C(C=C1)NC(C1=C(C(=CC(=C1)Cl)C)N)=O (N-(4-chlorophenyl)-2-amino-3-methyl-5-chlorobenzamide). RXN SMILES: [Cl:1][C:2]1[CH:7]=[CH:6][C:5]([NH:8][C:9](=[O:18])[C:10]2[CH:15]=[CH:14][CH:13]=[C:12]([CH3:16])[C:11]=2[NH2:17])=[CH:4][CH:3]=1.C(Cl)(Cl)[Cl:20]>>[Cl:1][C:2]1[CH:3]=[CH:4][C:5]([NH:8][C:9](=[O:18])[C:10]2[CH:15]=[C:14]([Cl:20])[CH:13]=[C:12]([CH3:16])[C:11]=2[NH2:17])=[CH:6][CH:7]=1. Reported procedure: To a solution of N-(4-chlorophenyl)-2-amino-3-methylbenzamide (0.40 g, 1.5 mmol) in chloroform (3 mL) at 0° C. was added SO2Cl2 (0.31 g, 2.3 mmol). The mixture was warmed to ambient temperature and stirred for 1 hour. Concentration of all volatiles in vacuo afforded N-(4-chlorophenyl)-2-amino-3-methyl-5-chlorobenzamide as a yellow solid; NMR (DMSO-d6) 10.2 (s, 1), 7.8 (d, 2), 7.6 (s, 1), 7.4 (d, 2), 7.2 (s, 1), 6.2 (br, 2), 2.1 (s, 3) ppm. The reactants are C(CCC)[Sn](C1=CC=C(C(C2=CC=CC=C2)(C2=CC=CC=C2)N2C=NC=C2)C=C1)(CCCC)CCCC (4-Tributylstanny 1-trityl-1H-imidazole), ClC1=NC=C(C=C1)F (2-Chloro-5-fluoropyridine), tetrakis(triphenylphoshine)palladium (0). Solvent: C1(=CC=CC=C1)C (toluene). Product: FC=1C=CC(=NC1)C=1N=CN(C1)C(C1=CC=CC=C1)(C1=CC=CC=C1)C1=CC=CC=C1 (4-(5-Fluoro-2-pyridyl)-1-trityl-1H-imidazole). Isolated yield 34.0%. Reaction SMILES: C([Sn](CCCC)(CCCC)[C:6]1[CH:29]=[CH:28][C:9]([C:10]([N:23]2[CH:27]=[CH:26][N:25]=[CH:24]2)([C:17]2[CH:22]=[CH:21][CH:20]=[CH:19][CH:18]=2)[C:11]2[CH:16]=[CH:15][CH:14]=[CH:13][CH:12]=2)=[CH:8][CH:7]=1)CCC.Cl[C:39]1[CH:44]=[CH:43][C:42]([F:45])=[CH:41][N:40]=1>C1(C)C=CC=CC=1>[F:45][C:42]1[CH:43]=[CH:44][C:39]([C:26]2[N:25]=[CH:24][N:23]([C:10]([C:17]3[CH:18]=[CH:19][CH:20]=[CH:21][CH:22]=3)([C:9]3[CH:28]=[CH:29][CH:6]=[CH:7][CH:8]=3)[C:11]3[CH:16]=[CH:15][CH:14]=[CH:13][CH:12]=3)[CH:27]=2)=[N:40][CH:41]=1. Procedure: To the solution of 4-Tributylstanny 1-trityl-1H-imidazole (1.00 g, 1.67 mmol) in toluene (1.0 ml) added 2-Chloro-5-fluoropyridine (0.31 g, 2.38 mmol) and tetrakis(triphenylphoshine)palladium (0) (0.19 g, 0.17 mmol), sequentially. The resulting brownish yellow reaction mixture was heated at reflux under argon overnight. The reaction mixture was cooled to room temperature and concentrated in-vacuo. The residue was purified on silica gel using 30% diethyl ether in hexanes to isolate 4-(5-Fluoro-2-p...